From a dataset of the Open Reaction Database (ORD), a public repository of structured organic reaction records. describe an organic reaction: reactants, conditions, products, and yield Reactants: COC(=O)C1C(OCC1)OC (2-methoxy-tetrahydro-furan-3-carboxylic acid methyl ester), [H-].[H-].[H-].[H-].[Li+].[Al+3] (LiAlH4), O (H2O), [OH-].[Na+] (NaOH). The solvent is C1CCOC1 (THF). Product: COC1OCCC1CO ((2-methoxy-tetrahydro-furan-3-yl)-methanol). Isolated yield 84.7%. As a reaction SMILES: C[O:2][C:3]([CH:5]1[CH2:9][CH2:8][O:7][CH:6]1[O:10][CH3:11])=O.[H-].[H-].[H-].[H-].[Li+].[Al+3].O.[OH-].[Na+]>C1COCC1>[CH3:11][O:10][CH:6]1[CH:5]([CH2:3][OH:2])[CH2:9][CH2:8][O:7]1 |f:1.2.3.4.5.6,8.9|. Reported procedure: To a solution of 2-methoxy-tetrahydro-furan-3-carboxylic acid methyl ester (10 g, 62.5 mmol) in 60 ml of dry THF was added 4.75 g (125 mmol) LiAlH4 at 25° C. The mixture was refluxed for 4 hrs and cooled. 4.75 ml of H2O and 4.75 ml of aq. NaOH (10%) were added to the reaction mixture in turn. The resulting mixture was filtered and the filtrate was concentrated to yield (2-methoxy-tetrahydro-furan-3-yl)-methanol (7 g).